Dataset: the Open Reaction Database (ORD), a public repository of structured organic reaction records. Task: describe an organic reaction: reactants, conditions, products, and yield Reactants: C(C1=CC=CC=C1)NC1=CC(=CC=C1)Br (benzyl-(3-bromo-phenyl)-amine), C1(=CC=CC=C1)S(=O)(=O)Cl (benzenesulphonyl chloride), N1=CC=CC=C1 (pyridine). Run in ClCCl (dichloromethane). Product: C(C1=CC=CC=C1)N(S(=O)(=O)C1=CC=CC=C1)C1=CC(=CC=C1)Br (N-Benzyl-N-(3-bromo-phenyl)-benzene sulfonamide). Isolated yield 47.4%. RXN SMILES: [CH2:1]([NH:8][C:9]1[CH:14]=[CH:13][CH:12]=[C:11]([Br:15])[CH:10]=1)[C:2]1[CH:7]=[CH:6][CH:5]=[CH:4][CH:3]=1.[C:16]1([S:22](Cl)(=[O:24])=[O:23])[CH:21]=[CH:20][CH:19]=[CH:18][CH:17]=1.N1C=CC=CC=1>ClCCl>[CH2:1]([N:8]([C:9]1[CH:14]=[CH:13][CH:12]=[C:11]([Br:15])[CH:10]=1)[S:22]([C:16]1[CH:21]=[CH:20][CH:19]=[CH:18][CH:17]=1)(=[O:24])=[O:23])[C:2]1[CH:3]=[CH:4][CH:5]=[CH:6][CH:7]=1. Procedure details: A solution of benzyl-(3-bromo-phenyl)-amine (2 g, 7.6 mmol), benzenesulphonyl chloride (3.2 ml, 25 mmol) and pyridine (2.2 ml, 27.5 mmol) in dry dichloromethane (50 ml) were heated to reflux for 15 hrs. The reaction mixture was cooled to room temperature, quenched with water and extracted with dichloromethane (3×75 ml). The organics were combined, dried (magnesium sulphate) and concentrated in vacuo. The crude residue was then purified by column chromatography eluting with dichloromethane to aff... Reactants: ClCCl, O=CC1=C(Cl)CCN(Cc2ccccc2)CC1, CCOC(=O)Cl. Product: CCOC(=O)N1CCC(Cl)=C(C=O)CC1. As a reaction SMILES: [CH2:24]([Cl:25])[Cl:26].[CH2:7]([c:8]1[cH:9][cH:10][cH:11][cH:12][cH:13]1)[N:14]1[CH2:15][CH2:16][C:17]([Cl:23])=[C:18]([CH:21]=[O:22])[CH2:19][CH2:20]1.[Cl:1][C:2](=[O:3])[O:4][CH2:5][CH3:6]>>[C:2](=[O:3])([O:4][CH2:5][CH3:6])[N:14]1[CH2:15][CH2:16][C:17]([Cl:23])=[C:18]([CH:21]=[O:22])[CH2:19][CH2:20]1. The reactants are C(C)(C)(C)C1=C(C=CC=C1)N1CCN(CC1)C(C(=O)O)=O (2-[4-(2-tert-butylphenyl)piperazin-1-yl]-2-oxoacetic acid), NCC(C)(O)C (1-amino-2-methylpropan-2-ol), CCN=C=NCCCN(C)C (EDCI), C=1C=CC2=C(C1)N=NN2O (HOBt), C(O)([O-])=O.[Na+] (sodium hydrogen carbonate). The solvent is C(C)#N (acetonitrile). Product: C(C)(C)(C)C1=C(C=CC=C1)N1CCN(CC1)C(C(=O)NCC(C)(C)O)=O (2-[4-(2-tert-butylphenyl)piperazin-1-yl]-N-(2-hydroxy-2-methylpropyl)-2-oxoacetamide). The yield is 102.1%. Reaction SMILES: [C:1]([C:5]1[CH:10]=[CH:9][CH:8]=[CH:7][C:6]=1[N:11]1[CH2:16][CH2:15][N:14]([C:17](=[O:21])[C:18]([OH:20])=O)[CH2:13][CH2:12]1)([CH3:4])([CH3:3])[CH3:2].[NH2:22][CH2:23][C:24]([CH3:27])([OH:26])[CH3:25].CCN=C=NCCCN(C)C.C1C=CC2N(O)N=NC=2C=1.C(=O)([O-])O.[Na+]>C(#N)C>[C:1]([C:5]1[CH:10]=[CH:9][CH:8]=[CH:7][C:6]=1[N:11]1[CH2:12][CH2:13][N:14]([C:17](=[O:21])[C:18]([NH:22][CH2:23][C:24]([OH:26])([CH3:27])[CH3:25])=[O:20])[CH2:15][CH2:16]1)([CH3:4])([CH3:3])[CH3:2] |f:4.5|. Reported procedure: A solution of [4-(2-tert-butylphenyl)piperazin-1-yl](oxo)acetic acid (Example 44, 0.300 g, 1.03 mmol), 1-amino-2-methylpropan-2-ol (0.111 g, 1.24 mmol), EDCI (0.238 g, 1.24 mmol) and HOBt (0.168 g, 1.24 mmol) in acetonitrile (5 mL) was stirred at room temperature for 16 h. The reaction mixture was poured into saturated sodium hydrogen carbonate solution and extracted with ethyl acetate. The organic layer was washed with saturated sodium hydrogen carbonate solution and brine, dried over MgSO4, an... The reactants are Cl (Hydrochloric acid), O1CCOCC1 (dioxane), CN(S(=O)(=O)N1N=C(C=C1)C(C)(NS(=O)C(C)(C)C)C1=CC(=CC=C1)Cl)C (3-[1-(3-chloro-phenyl)-1-(2-methyl-propane-2-sulfinylamino)-ethyl]-pyrazole-1-sulfonic acid dimethylamide). Run in CO (MeOH). Reaction conditions: temperature 80 celsius, time 18 hour. Product: ClC=1C=C(C=CC1)C(C)(C1=NNC=C1)N (rac-1-(3-chloro-phenyl)-1-(1H-pyrazol-3-yl)-ethylamine). Isolated yield 85.4%. RXN SMILES: Cl.O1CCOCC1.CN(C)S([N:13]1[CH:17]=[CH:16][C:15]([C:18]([C:27]2[CH:32]=[CH:31][CH:30]=[C:29]([Cl:33])[CH:28]=2)([NH:20]S(C(C)(C)C)=O)[CH3:19])=[N:14]1)(=O)=O>CO>[Cl:33][C:29]1[CH:28]=[C:27]([C:18]([NH2:20])([C:15]2[CH:16]=[CH:17][NH:13][N:14]=2)[CH3:19])[CH:32]=[CH:31][CH:30]=1. Reported procedure: Hydrochloric acid 4 M in dioxane (19.79 mL, 79.15 mmol) was added to a solution of 3-[1-(3-chloro-phenyl)-1-(2-methyl-propane-2-sulfinylamino)-ethyl]-pyrazole-1-sulfonic acid dimethylamide (2.29 g, 5.28 mmol) in MeOH (5 mL) and the mixture was stirred at 80° C. in a sealed tube for 18 hours. The solvent was evaporated in vacuo. The residue was poured into NaHCO3 (aq. sat. solution) and extracted with DCM. The organic layer was separated, dried (MgSO4), filtered and the solvents evaporated in vac...